From a dataset of the Open Reaction Database (ORD), a public repository of structured organic reaction records. describe an organic reaction: reactants, conditions, products, and yield Reactants: O1C(=CC=C1)C1OCC(CO1)O (2-(2-furyl)-5-hydroxy-1,3-dioxane), [H-].[Na+] (sodium hydride), C(C1=CC=CC=C1)Cl (benzyl chloride), [H][H] (hydrogen). Run in C1(=CC=CC=C1)C (toluene). Conditions: temperature 70 celsius, time 1 hour. Yields the product C(C1=CC=CC=C1)OC1COC(OC1)C=1OC=CC1 (5-benzyloxy-2-(2-furyl)-1,3-dioxane). Yield: 86.5%. As a reaction SMILES: [O:1]1[CH:5]=[CH:4][CH:3]=[C:2]1[CH:6]1[O:11][CH2:10][CH:9]([OH:12])[CH2:8][O:7]1.[H-].[Na+].[H][H].[CH2:17](Cl)[C:18]1[CH:23]=[CH:22][CH:21]=[CH:20][CH:19]=1>C1(C)C=CC=CC=1>[CH2:17]([O:12][CH:9]1[CH2:10][O:11][CH:6]([C:2]2[O:1][CH:5]=[CH:4][CH:3]=2)[O:7][CH2:8]1)[C:18]1[CH:23]=[CH:22][CH:21]=[CH:20][CH:19]=1 |f:1.2|. Reported procedure: To a stirred solution of 17 g of 2-(2-furyl)-5-hydroxy-1,3-dioxane in 150 ml of toluene was added over a period of twenty minutes 4.4 g of sodium hydride (54.7% in mineral oil). The mixture was allowed to stir for 1 hour to permit evolution of by-product hydrogen, after which time 12.7 g of benzyl chloride was added during 15 minutes. The reaction mixture was heated to 70° C and maintained thereat for ca. 21 hours. The reaction mixture was allowed to cool to room temperature and remain at that t...